This data is from the Open Reaction Database (ORD), a public repository of structured organic reaction records. The task is: describe an organic reaction: reactants, conditions, products, and yield Starting materials: C1(=CC=CC=C1)C(C1=CC=CC=C1)OC(=O)C12C(=CC3C2(CC2C(CCC2C1(C3)C=O)C)COC31OC2C(O3)OC(C2OCCCOCC2=CC=CC=C2)C1O)C(C)C (8a-[[[6-(benzyloxypropyloxy)tetrahydro-7-hydroxy-2,5-methanofuro[2,3-d]-1,3-dioxol-2-yl]oxy]methyl]-4-formyl-4,4a,5,6,7,7a,8,8a-octahydro-7-methyl-3-(1-methylethyl)-1,4-methano-s-indacene-3a(1H)-carboxylic acid diphenylmethyl ester). Reagents/catalysts: [C].[Pd] (palladium-carbon). The solvent is C(C)(=O)OCC (ethyl acetate). Yields the product OCCCOC1C2OC3OC(OC31)(C2O)OCC23CC1C(CCC1C1(C3(C(=CC2C1)C(C)C)C(=O)O)C=O)C (8a-[[[6-(hydroxypropyloxy)tetrahydro-7-hydroxy-2,5-methanofuro[2,3-d]-1,3-dioxol-2-yl]oxy]methyl]-4-formyl-4,4a,5,6,7,7a,8,8a-octahydro-7-methyl-3-(1-methylethyl)-1,4-methano-s-indacene-3a(1H)-carboxylic acid). Yield: 90.0%. RXN SMILES: C1(C([O:14][C:15]([C:17]23[C:28]4([CH:30]=[O:31])[CH2:29][CH:20]([C:21]2([CH2:33][O:34][C:35]25[CH:55]([OH:56])[CH:41]6[CH:42]([O:43][CH2:44][CH2:45][CH2:46][O:47]CC7C=CC=CC=7)[CH:37]([CH:38]([O:40]6)[O:39]2)[O:36]5)[CH2:22][CH:23]2[CH:27]4[CH2:26][CH2:25][CH:24]2[CH3:32])[CH:19]=[C:18]3[CH:57]([CH3:59])[CH3:58])=[O:16])C2C=CC=CC=2)C=CC=CC=1>C(OCC)(=O)C.[C].[Pd]>[OH:47][CH2:46][CH2:45][CH2:44][O:43][CH:42]1[CH:37]2[CH:38]3[O:39][C:35]([O:34][CH2:33][C:21]45[CH:20]6[CH2:29][C:28]([CH:30]=[O:31])([C:17]4([C:15]([OH:16])=[O:14])[C:18]([CH:57]([CH3:58])[CH3:59])=[CH:19]6)[CH:27]4[CH:23]([CH:24]([CH3:32])[CH2:25][CH2:26]4)[CH2:22]5)([CH:55]([OH:56])[CH:41]1[O:40]3)[O:36]2 |f:2.3|. Procedure: 38.3 mg of compound (73) was dissolved in 0.9 ml of ethyl acetate and stirred together with a catalytic amount of 10% palladium-carbon under a hydrogen atmosphere at room temperature for 2.5 hours. The reaction solution was filtered and concentrated in vacuo. The reaction product was dissolved in 10 ml of methanol and washed with 15 ml of n-hexane four times, and the lower layer was concentrated in vacuo to give 23.5 mg of compound (74) as a colorless solid. Reactants: C(C)(C)(C)OC(NC1(CCC1)C1=CC=C(C=C1)C=1C(=CC2=C(OCC(N2CCC#N)=O)N1)C1=CC=CC=C1)=O (tert-butyl(1-(4-(1-(2-cyanoethyl)-2-oxo-7-phenyl-2,3-dihydro-1H-pyrido[2,3-b][1,4]oxazin-6-yl)phenyl)cyclobutyl)carbamate), O=C1NC2=C(OC1)N=C(C(=C2)C2=CC=CC=C2)C2=CC=C(C=C2)C2(CCC2)NC(OC(C)(C)C)=O (tert-butyl 1-(4-(2-oxo-7-phenyl-2,3-dihydro-1H-pyrido[2,3-b][1,4]oxazin-6-yl)phenyl)cyclobutylcarbamate), BrCC(C)C (1-bromo-2-methylpropane). Yields the product C(C)(C)(C)OC(NC1(CCC1)C1=CC=C(C=C1)C=1C(=CC2=C(OCC(N2CC(C)C)=O)N1)C1=CC=CC=C1)=O (tert-butyl(1-(4-(1-isobutyl-2-oxo-7-phenyl-2,3-dihydro-1H-pyrido[2,3-b][1,4]oxazin-6-yl)phenyl)cyclobutyl)carbamate). RXN SMILES: [C:1]([O:5][C:6](=[O:39])[NH:7][C:8]1([C:12]2[CH:17]=[CH:16][C:15]([C:18]3[C:19]([C:33]4[CH:38]=[CH:37][CH:36]=[CH:35][CH:34]=4)=[CH:20][C:21]4[N:26]([CH2:27][CH2:28][C:29]#N)[C:25](=[O:31])[CH2:24][O:23][C:22]=4[N:32]=3)=[CH:14][CH:13]=2)[CH2:11][CH2:10][CH2:9]1)([CH3:4])([CH3:3])[CH3:2].O=[C:41]1COC2N=C(C3C=CC(C4(NC(=O)OC(C)(C)C)CCC4)=CC=3)C(C3C=CC=CC=3)=CC=2N1.BrCC(C)C>>[C:1]([O:5][C:6](=[O:39])[NH:7][C:8]1([C:12]2[CH:17]=[CH:16][C:15]([C:18]3[C:19]([C:33]4[CH:34]=[CH:35][CH:36]=[CH:37][CH:38]=4)=[CH:20][C:21]4[N:26]([CH2:27][CH:28]([CH3:29])[CH3:41])[C:25](=[O:31])[CH2:24][O:23][C:22]=4[N:32]=3)=[CH:14][CH:13]=2)[CH2:9][CH2:10][CH2:11]1)([CH3:3])([CH3:2])[CH3:4]. Procedure: Following the procedure for tert-butyl(1-(4-(1-(2-cyanoethyl)-2-oxo-7-phenyl-2,3-dihydro-1H-pyrido[2,3-b][1,4]oxazin-6-yl)phenyl)cyclobutyl)carbamate, tert-butyl 1-(4-(2-oxo-7-phenyl-2,3-dihydro-1H-pyrido[2,3-b][1,4]oxazin-6-yl)phenyl)cyclobutylcarbamate (100 mg, 0.212 mmol) was reacted with 1-bromo-2-methylpropane (87 mg, 0.636 mmol) to afford the title compound (78 mg). LCMS (method D) RT=1.73 min, M+H=528.2